Dataset: the Open Reaction Database (ORD), a public repository of structured organic reaction records. Task: describe an organic reaction: reactants, conditions, products, and yield The reactants are CC=1C=CC(=CC1)S(=O)(=O)O.O (p-TsOH.H2O), C(C)(C)(C)OC(=O)NCC(CC1(CCCCC1)O)N(C(=O)OCC[Si](C)(C)C)C (1-(3-(t-butoxy-carbonylamino)-2-(N-methyl-N-(2-(trimethylsilyl)ethoxycarbonyl)amino)propyl)cyclohexanol). The solvent is CCOCC (ether), CCOCC (ether), C(C)O (ethanol). Reaction conditions: temperature 62.5 celsius. Yields the product NCC(CC1(CCCCC1)O)N(C(=O)OCC[Si](C)(C)C)C (1-(3-amino-2-(N-methyl-N-(2-(trimethylsilyl)ethoxycarbonyl)-amino)propyl)cyclohexanol). Yield: 108.4%. Reaction SMILES: CC1C=CC(S(O)(=O)=O)=CC=1.O.C(OC([NH:20][CH2:21][CH:22]([N:31]([CH3:41])[C:32]([O:34][CH2:35][CH2:36][Si:37]([CH3:40])([CH3:39])[CH3:38])=[O:33])[CH2:23][C:24]1([OH:30])[CH2:29][CH2:28][CH2:27][CH2:26][CH2:25]1)=O)(C)(C)C>C(O)C.CCOCC>[NH2:20][CH2:21][CH:22]([N:31]([CH3:41])[C:32]([O:34][CH2:35][CH2:36][Si:37]([CH3:38])([CH3:40])[CH3:39])=[O:33])[CH2:23][C:24]1([OH:30])[CH2:29][CH2:28][CH2:27][CH2:26][CH2:25]1 |f:0.1|. Procedure: A solution of p-TsOH.H2O (25 mg) in ethanol (0.5 mL) was added to 1-(3-(t-butoxy-carbonylamino)-2-(N-methyl-N-(2-(trimethylsilyl)ethoxycarbonyl)amino)propyl)cyclohexanol (50 mg, 0.12 mmol) dissolved in ether (12 mL). The transfer was completed with additional ether (2 mL). The resulting solution was evaporated under reduced pressure at rt to remove Et2O and heated at 60-65° C. for 20 min under reduced pressure to remove ethanol. The residue was dissolved in MeOH and aqueous K2CO3 was added. The ...